Dataset: the Open Reaction Database (ORD), a public repository of structured organic reaction records. Task: describe an organic reaction: reactants, conditions, products, and yield Starting materials: CC(CN(C1=CC(=C(C#N)C=C1)C(F)(F)F)CCO)(C)C (4-[(2,2-dimethylpropyl)(2-hydroxyethyl)amino]-2-(trifluoromethyl)benzonitrile), FC1=CC=C(C=N1)O (6-fluoro-3-pyridinol), C1CCN(CC1)C(=O)N=NC(=O)N2CCCCC2 (ADDP), P(CCCC)(CCCC)CCCC (PBu3). Conditions: time 60 hour. Yields the product CC(CN(C1=CC(=C(C#N)C=C1)C(F)(F)F)CCOC=1C=NC(=CC1)F)(C)C (4-((2,2-Dimethylpropyl){2-[(6-fluoro-3-pyridinyl)oxy]ethyl}amino)-2-(trifluoromethyl)benzonitrile). As a reaction SMILES: [CH3:1][C:2]([CH3:21])([CH3:20])[CH2:3][N:4]([CH2:17][CH2:18][OH:19])[C:5]1[CH:12]=[CH:11][C:8]([C:9]#[N:10])=[C:7]([C:13]([F:16])([F:15])[F:14])[CH:6]=1.[F:22][C:23]1[N:28]=[CH:27][C:26](O)=[CH:25][CH:24]=1.C1CCN(C(N=NC(N2CCCCC2)=O)=O)CC1.P(CCCC)(CCCC)CCCC>>[CH3:1][C:2]([CH3:21])([CH3:20])[CH2:3][N:4]([CH2:17][CH2:18][O:19][C:26]1[CH:27]=[N:28][C:23]([F:22])=[CH:24][CH:25]=1)[C:5]1[CH:12]=[CH:11][C:8]([C:9]#[N:10])=[C:7]([C:13]([F:14])([F:15])[F:16])[CH:6]=1. Procedure: Synthesized as described in Example 27B from 4-[(2,2-dimethylpropyl)(2-hydroxyethyl)amino]-2-(trifluoromethyl)benzonitrile (Example 61C) and 6-fluoro-3-pyridinol (Example 51A) with the following exceptions: additional portions of ADDP and PBu3 (0.5 equiv ea) were added to the reaction mixture after 1 h, the reaction was stirred for 60 h, and the title compound was purified by flash chromatography (EtOAc/hexanes) followed by RP-HPLC (MeCN/H2O+0.1% TFA): MS (ESI) m/z 396 (M+1). Reactants: [OH-].[Na+] (sodium hydroxide), COC=1C=C(C=C(C1OC)OC)NC(OCC)=O (ethyl 3,4,5-trimethoxyphenylcarbamate), solution, [H-].[Al+3].[Li+].[H-].[H-].[H-] (lithium aluminum hydride). Run in O1CCCC1 (tetrahydrofuran), O1CCCC1 (tetrahydrofuran). Conditions: time 1 hour. Product: CNC1=CC(=C(C(=C1)OC)OC)OC (N-methyl-3,4,5-trimethoxyaniline). RXN SMILES: [CH3:1][O:2][C:3]1[CH:4]=[C:5]([NH:13][C:14](=O)OCC)[CH:6]=[C:7]([O:11][CH3:12])[C:8]=1[O:9][CH3:10].[H-].[Al+3].[Li+].[H-].[H-].[H-].[OH-].[Na+]>O1CCCC1>[CH3:14][NH:13][C:5]1[CH:6]=[C:7]([O:11][CH3:12])[C:8]([O:9][CH3:10])=[C:3]([O:2][CH3:1])[CH:4]=1 |f:1.2.3.4.5.6,7.8|. Reported procedure: To a solution of ethyl 3,4,5-trimethoxyphenylcarbamate (6.0 g) in tetrahydrofuran (150 ml) was added a 1M solution of lithium aluminum hydride in tetrahydrofuran (23.5 ml) dropwise. The mixture was stirred at room temperature for 1 hour, then refluxed for 1 hour. The product was cooled and an excess of 1M sodium hydroxide added dropwise. The precipitate was filtered off, and the filtrate partitioned between ethyl acetate and water. The organic layer was dried over magnesium sulfate, and solvent ... Starting materials: substituted benzyl amines, C(=O)([O-])[O-].[Cs+].[Cs+] (Cs2CO3), CC1(C[C@@H](NC1)C(=O)NC1(CC1)C1=CC=C(C(=O)OC)C=C1)C ((R)-methyl 4-(1-(4,4-dimethylpyrrolidine-2-carboxamido)cyclopropyl)benzoate), FC(C1=CC=C(CBr)C=C1)(F)F (4-(trifluoromethyl)-benzylbromide). Product: CC1(C[C@@H](N(C1)CC1=CC=C(C=C1)C(F)(F)F)C(=O)NC1(CC1)C1=CC=C(C(=O)OC)C=C1)C ((R)-methyl 4-(1-(4,4-dimethyl-1-(4-(trifluoromethyl)benzyl)pyrrolidine-2-carboxamido)cyclopropyl)benzoate). RXN SMILES: [CH3:1][C:2]1([CH3:23])[CH2:6][NH:5][C@@H:4]([C:7]([NH:9][C:10]2([C:13]3[CH:22]=[CH:21][C:16]([C:17]([O:19][CH3:20])=[O:18])=[CH:15][CH:14]=3)[CH2:12][CH2:11]2)=[O:8])[CH2:3]1.[F:24][C:25]([F:35])([F:34])[C:26]1[CH:33]=[CH:32][C:29]([CH2:30]Br)=[CH:28][CH:27]=1.C([O-])([O-])=O.[Cs+].[Cs+]>>[CH3:1][C:2]1([CH3:23])[CH2:6][N:5]([CH2:30][C:29]2[CH:28]=[CH:27][C:26]([C:25]([F:24])([F:34])[F:35])=[CH:33][CH:32]=2)[C@@H:4]([C:7]([NH:9][C:10]2([C:13]3[CH:14]=[CH:15][C:16]([C:17]([O:19][CH3:20])=[O:18])=[CH:21][CH:22]=3)[CH2:12][CH2:11]2)=[O:8])[CH2:3]1 |f:2.3.4|. Reported procedure: The title compound (D151) (100 mg) was prepared according to the general procedure for substituted benzyl amines preparation starting from (R)-methyl 4-(1-(4,4-dimethylpyrrolidine-2-carboxamido)cyclopropyl)benzoate (D108) (70 mg) and 4-(trifluoromethyl)-benzylbromide (0.041 ml). (Cs2CO3: 1.5 eq; reaction time: 20 hrs, RT) The product is [Cl-], [Mg+]Cc1ccccc1. The reactants are [Br-], [Br-], C[Mg+], [Cl-], [Cl-], [Cl-], [Mg+]CCc1ccccc1, [Mg+]CCc1ccccc1, [Mg+]c1ccccc1, [Mg+]CCCc1ccccc1. As a reaction SMILES: [Br-:19].[Br-:29].[CH3:41][Mg+:42].[Cl-:1].[Cl-:40].[Cl-:9].[c:10]1([CH2:11][CH2:17][Mg+:18])[cH:12][cH:13][cH:14][cH:15][cH:16]1.[c:20]1([CH2:21][CH2:22][Mg+:23])[cH:24][cH:25][cH:26][cH:27][cH:28]1.[c:2]1([Mg+:8])[cH:3][cH:4][cH:5][cH:6][cH:7]1.[c:30]1([CH2:31][CH2:32][CH2:33][Mg+:34])[cH:35][cH:36][cH:37][cH:38][cH:39]1>>[Cl-:1].[c:2]1([CH2:17][Mg+:18])[cH:3][cH:4][cH:5][cH:6][cH:7]1.